This data is from the Open Reaction Database (ORD), a public repository of structured organic reaction records. The task is: describe an organic reaction: reactants, conditions, products, and yield Starting materials: COc1cc(C#N)ccc1NC(=O)C1NC(CC(C)(C)C)C2(C(=O)Nc3cc(Cl)cc(F)c32)C1c1cccc(Cl)c1F, CS(C)=O, [Na+], [OH-], OO. Yields the product COc1cc(C(N)=O)ccc1NC(=O)C1NC(CC(C)(C)C)C2(C(=O)Nc3cc(Cl)cc(F)c32)C1c1cccc(Cl)c1F. As a reaction SMILES: [C:1](#[N:2])[c:3]1[cH:4][c:5]([O:41][CH3:42])[c:6]([NH:9][C:10](=[O:11])[CH:12]2[CH:13]([c:33]3[c:34]([F:40])[c:35]([Cl:39])[cH:36][cH:37][cH:38]3)[C:14]3([C:15](=[O:25])[NH:16][c:17]4[cH:18][c:19]([Cl:24])[cH:20][c:21]([F:23])[c:22]43)[CH:26]([CH2:28][C:29]([CH3:30])([CH3:31])[CH3:32])[NH:27]2)[cH:7][cH:8]1.[CH3:47][S:48]([CH3:49])=[O:50].[Na+:46].[OH-:45].[OH:43][OH:44]>>[C:1]([NH2:2])([c:3]1[cH:4][c:5]([O:41][CH3:42])[c:6]([NH:9][C:10](=[O:11])[CH:12]2[CH:13]([c:33]3[c:34]([F:40])[c:35]([Cl:39])[cH:36][cH:37][cH:38]3)[C:14]3([C:15](=[O:25])[NH:16][c:17]4[cH:18][c:19]([Cl:24])[cH:20][c:21]([F:23])[c:22]43)[CH:26]([CH2:28][C:29]([CH3:30])([CH3:31])[CH3:32])[NH:27]2)[cH:7][cH:8]1)=[O:43].